Dataset: the Open Reaction Database (ORD), a public repository of structured organic reaction records. Task: describe an organic reaction: reactants, conditions, products, and yield The reactants are COc1ccc(CO[Si](C)(C)C(C)(C)C)cc1C1(O)C(=O)Nc2ccc(Cl)cc21, O=C([O-])C(F)(F)F, CN(C)C(=O)C1CC(O)CN1. Product: COc1ccc(CO[Si](C)(C)C(C)(C)C)cc1C1(N2CC(O)CC2C(=O)N(C)C)C(=O)Nc2ccc(Cl)cc21. Reaction SMILES: [C:1]([CH3:2])([CH3:3])([CH3:4])[Si:5]([O:6][CH2:7][c:8]1[cH:9][cH:10][c:11]([O:26][CH3:27])[c:12]([C:14]2([OH:25])[C:15](=[O:24])[NH:16][c:17]3[cH:18][cH:19][c:20]([Cl:23])[cH:21][c:22]32)[cH:13]1)([CH3:28])[CH3:29].[O-:41][C:42]([C:43]([F:44])([F:45])[F:46])=[O:47].[OH:30][CH:31]1[CH2:32][CH:33]([C:36](=[O:37])[N:38]([CH3:39])[CH3:40])[NH:34][CH2:35]1>>[C:1]([CH3:2])([CH3:3])([CH3:4])[Si:5]([O:6][CH2:7][c:8]1[cH:9][cH:10][c:11]([O:26][CH3:27])[c:12]([C:14]2([N:34]3[CH:33]([C:36](=[O:37])[N:38]([CH3:39])[CH3:40])[CH2:32][CH:31]([OH:30])[CH2:35]3)[C:15](=[O:24])[NH:16][c:17]3[cH:18][cH:19][c:20]([Cl:23])[cH:21][c:22]32)[cH:13]1)([CH3:28])[CH3:29]. Reactants: NCCC=1N=CN(C1)CCCNC(COC1=CC=CC=C1)(C)C (3-[4-(2-Aminoethyl)imidazol-1-yl]-N-(1,1-dimethyl-2-phenoxyethyl)propylamine), C(C1=CC=CC=C1)(=O)Cl (benzoyl chloride). Product: CC(COC1=CC=CC=C1)(C)NCCCN1C=NC(=C1)CCNC(C1=CC=CC=C1)=O (N-(2-{1-[3-(1,1-dimethyl-2-phenoxyethylamino)-propyl]imidazol-4-yl}ethyl)benzamide). Reaction SMILES: [NH2:1][CH2:2][CH2:3][C:4]1[N:5]=[CH:6][N:7]([CH2:9][CH2:10][CH2:11][NH:12][C:13]([CH3:23])([CH3:22])[CH2:14][O:15][C:16]2[CH:21]=[CH:20][CH:19]=[CH:18][CH:17]=2)[CH:8]=1.[C:24](Cl)(=[O:31])[C:25]1[CH:30]=[CH:29][CH:28]=[CH:27][CH:26]=1>>[CH3:22][C:13]([NH:12][CH2:11][CH2:10][CH2:9][N:7]1[CH:8]=[C:4]([CH2:3][CH2:2][NH:1][C:24](=[O:31])[C:25]2[CH:30]=[CH:29][CH:28]=[CH:27][CH:26]=2)[N:5]=[CH:6]1)([CH3:23])[CH2:14][O:15][C:16]1[CH:21]=[CH:20][CH:19]=[CH:18][CH:17]=1. Procedure: 3-[4-(2-Aminoethyl)imidazol-1-yl]-N-(1,1-dimethyl-2-phenoxyethyl)propylamine (2.50 g) and benzoyl chloride (1.10 g) were reacted in a similar manner to Example 55 to give N-(2-{1-[3-(1,1-dimethyl-2-phenoxyethylamino)-propyl]imidazol-4-yl}ethyl)benzamide, as an oil. The compound contained 8% of N-(2-{1-[3-(1,1-dimethyl-2-phenoxyethylamino)propyl]imidazol-5-yl}ethyl)benzamide, by 1H nmr and 13C nmr. These compounds may be separated by HPLC. Reactants: 3S, C(C1=CC=CC=C1)OC(=O)NC1(C(N(CCC1)N)=O)P(=O)NC(=O)C1CCCCC1 (3-benzyloxycarbonylamino-1-amino(cyclohexanecarbonylamino)phosphinyl-2-piperidone). Reagents/catalysts: [Pd] (Palladium black). The solvent is C(C)O (ethanol). Run at time 16 hour. Yields the product NC1(C(N(CCC1)N)=O)P(=O)NC(=O)C1CCCCC1 (3-amino-1-amino(cyclohexanecarbonylamino)phosphinyl-2-piperidone). RXN SMILES: C(OC([NH:11][C:12]1([PH:20]([NH:22][C:23]([CH:25]2[CH2:30][CH2:29][CH2:28][CH2:27][CH2:26]2)=[O:24])=[O:21])[CH2:17][CH2:16][CH2:15][N:14]([NH2:18])[C:13]1=[O:19])=O)C1C=CC=CC=1>C(O)C.[Pd]>[NH2:11][C:12]1([PH:20]([NH:22][C:23]([CH:25]2[CH2:30][CH2:29][CH2:28][CH2:27][CH2:26]2)=[O:24])=[O:21])[CH2:17][CH2:16][CH2:15][N:14]([NH2:18])[C:13]1=[O:19]. Procedure details: Palladium black (50.0 mg) was added to a solution of (3S, P (SR))-3-benzyloxycarbonylamino-1-amino(cyclohexanecarbonylamino)phosphinyl-2-piperidone (250.2 mg, 0.5733 mmol) in ethanol (6 mL), and the resulting mixture was stirred at room temperature for 16 hours under a hydrogen atmosphere. Reactants: COP(OC)OC (trimethylphosphite), CO (methanol), C[O-].[Li+] (lithium methoxide), ClN1C(C(C1)N(C(=O)OCC1=CC=CC=C1)Cl)=O (1-chloro-3-[N-chloro-N-[(phenylmethoxy)carbonyl]amino]-2-azetidinone). The solvent is C(C)(=O)O (acetic acid), C1=CC=CC=C1.C(C)(=O)OCC (benzene ethyl acetate), O1CCCC1 (tetrahydrofuran), C(C)(=O)OCC (ethyl acetate). Conditions: temperature -78 celsius, time 20 minute. The product is COC1(C(NC1)=O)NC(=O)OCC1=CC=CC=C1 (3-Methoxy-3-[[(phenylmethoxy)carbonyl]amino]-2-azetidinone). RXN SMILES: Cl[N:2]1[CH2:5][CH:4]([N:6](Cl)[C:7]([O:9][CH2:10][C:11]2[CH:16]=[CH:15][CH:14]=[CH:13][CH:12]=2)=[O:8])[C:3]1=[O:18].CO.C[O-].[Li+].[CH3:24][O:25]P(OC)OC>O1CCCC1.C(OCC)(=O)C.C1C=CC=CC=1.C(OCC)(=O)C.C(O)(=O)C>[CH3:24][O:25][C:4]1([NH:6][C:7]([O:9][CH2:10][C:11]2[CH:16]=[CH:15][CH:14]=[CH:13][CH:12]=2)=[O:8])[CH2:5][NH:2][C:3]1=[O:18] |f:2.3,7.8|. Procedure: A solution of 730 mg (0.0025 mole) of 1-chloro-3-[N-chloro-N-[(phenylmethoxy)carbonyl]amino]-2-azetidinone in 5 ml of tetrahydrofuran is cooled to -78° C. and 4 ml of methanol containing 285 mg of lithium methoxide is added. After 20 minutes at -78° C., 0.6 ml of acetic acid and 0.6 ml of trimethylphosphite are added. The solution is stirred for 5 minutes at -78° C., allowed to warm to ambient temperature and stirred for 30 minutes. The resulting solution is diluted with ethyl acetate, washed wi... Starting materials: CC1(OC2=C(C1)C=CC=C2O)C (2,3-dihydro-2,2-dimethyl-7-benzofuranol), P(=O)(Cl)(Cl)Cl (phosphorus oxychloride), CS(=O)C (dimethyl sulfoxide), ice water. Run in Cl(=O)(=O)(=O)O (perchloric acid). Conditions: time 1 hour. The product is CC1(OC2=C(C1)C=C(C=C2O)SC)C (2,3-dihydro-2,2-dimethyl-5-methylthio-7-benzofuranol). Yield: 46.2%. RXN SMILES: [CH3:1][C:2]1([CH3:12])[CH2:6][C:5]2[CH:7]=[CH:8][CH:9]=[C:10]([OH:11])[C:4]=2[O:3]1.P(Cl)(Cl)(Cl)=O.[CH3:18][S:19](C)=O>Cl(O)(=O)(=O)=O>[CH3:1][C:2]1([CH3:12])[CH2:6][C:5]2[CH:7]=[C:8]([S:19][CH3:18])[CH:9]=[C:10]([OH:11])[C:4]=2[O:3]1. Reported procedure: To a mixture of 2,3-dihydro-2,2-dimethyl-7-benzofuranol (16.4 g), 20 ml of 70% perchloric acid and 16 ml of phosphorus oxychloride, dimethyl sulfoxide (7.8 g, 0.1 mol) was gradually added at a temperature of not higher than 5° C. The reaction solution was stirred at room temperature for further one hour, then poured into ice water and extracted with ethyl acetate. The ethyl acetate layer was washed with water, concentrated and then heated and refluxed, together with 200 ml of pyridine, for 4 hou... Reactants: Cl[Si](C(C)(C)C)(C)C (Chlorodimethyl-t-butylsilane), ClC1=CC(C[C@@H]1O)=O ((4S)-3-Chloro-4-hydroxycyclopent-2-en-1-one). Run in CN(P(N(C)C)(N(C)C)=O)C (hexamethylphosphoric triamide), O (water). Run at time 20 hour. Yields the product ClC1=CC(C[C@@H]1O[Si](C(C)(C)C)(C)C)=O ((4S)-3-Chloro-4-(dimethyl-t-butylsilyloxy)cyclopent-2-en-1-one). Yield: 99.1%. Reaction SMILES: Cl[Si:2]([CH3:8])([CH3:7])[C:3]([CH3:6])([CH3:5])[CH3:4].[Cl:9][C:10]1[C@@H:14]([OH:15])[CH2:13][C:12](=[O:16])[CH:11]=1>CN(C)P(=O)(N(C)C)N(C)C.O>[Cl:9][C:10]1[C@@H:14]([O:15][Si:2]([CH3:8])([CH3:7])[C:3]([CH3:6])([CH3:5])[CH3:4])[CH2:13][C:12](=[O:16])[CH:11]=1. Procedure: Chlorodimethyl-t-butylsilane (485 mg, 3.22 mmol) was added over 5 min to the crude (4S)-enone (7) (247 mg) in hexamethylphosphoric triamide (2 ml) at 0°. After stirring at 4° for 20 h the solution was diluted with water (10 ml) and extracted with ether (3×10 ml). The combined ether extracts were washed with water (3×10 ml), dried (MgSO4) and evaporated to give a pale yellow oil (456 mg) which was chromatographed on a column of silica gel (25 g) with methylene dichloride-methanol (50:1) as eluant... Reactants: C(=O)(C(F)(F)F)O (TFA), C1(CC1)N1C=NC2=C1C(=NC(=C2)C2=CC=C1C3(C(N(C1=C2)C)=O)CN(C3)C(=O)OC(C)(C)C)O[C@H](C)[C@H]3CNC(C3)=O (tert-butyl 6′-(3-cyclopropyl-4-((R)-1-((R)-5-oxopyrrolidin-3-yl)ethoxy)-3H-imidazo[4,5-c]pyridin-6-yl)-1′-methyl-2′-oxospiro[azetidine-3,3′-indoline]-1-carboxylate). The solvent is ClCCl (dichloromethane), CO (methanol), CO (methanol). Conditions: time 2 hour. Product: C1(CC1)N1C=NC2=C1C(=NC(=C2)C2=CC=C1C3(C(N(C1=C2)C)=O)CNC3)O[C@H](C)[C@H]3CNC(C3)=O (6′-(3-cyclopropyl-4-((R)-1-((R)-5-oxopyrrolidin-3-yl)ethoxy)-3H-imidazo[4,5-c]pyridin-6-yl)-1′-methylspiro[azetidine-3,3′-indolin]-2′-one). Yield: 21.2%. Reaction SMILES: C(O)(C(F)(F)F)=O.[CH:8]1([N:11]2[C:15]3[C:16]([O:41][C@@H:42]([C@@H:44]4[CH2:48][C:47](=[O:49])[NH:46][CH2:45]4)[CH3:43])=[N:17][C:18]([C:20]4[CH:28]=[C:27]5[C:23]([C:24]6([CH2:33][N:32](C(OC(C)(C)C)=O)[CH2:31]6)[C:25](=[O:30])[N:26]5[CH3:29])=[CH:22][CH:21]=4)=[CH:19][C:14]=3[N:13]=[CH:12]2)[CH2:10][CH2:9]1>ClCCl.CO>[CH:8]1([N:11]2[C:15]3[C:16]([O:41][C@@H:42]([C@@H:44]4[CH2:48][C:47](=[O:49])[NH:46][CH2:45]4)[CH3:43])=[N:17][C:18]([C:20]4[CH:28]=[C:27]5[C:23]([C:24]6([CH2:31][NH:32][CH2:33]6)[C:25](=[O:30])[N:26]5[CH3:29])=[CH:22][CH:21]=4)=[CH:19][C:14]=3[N:13]=[CH:12]2)[CH2:10][CH2:9]1. Procedure details: TFA (1.3 mL) was added to a solution of tert-butyl 6′-(3-cyclopropyl-4-((R)-1-((R)-5-oxopyrrolidin-3-yl)ethoxy)-3H-imidazo[4,5-c]pyridin-6-yl)-1′-methyl-2′-oxospiro[azetidine-3,3′-indoline]-1-carboxylate 3.84 (53 mg, 0.09 mmol) in dichloromethane (5 mL). After two hours, reaction mixture was concentrated under reduced pressure and resulting residue was taken up in 1.5 mL methanol and loaded onto an Agilent StratoSpheres™ PL-HCO3 MP Resin neutralization column (pre-conditioned with methanol). Col... The reactants are CCO, CCOC(=O)c1cnc(-c2ccccc2)nc1-c1ccccc1Cl, Cl, [K+], [OH-], O. Yields the product O=C(O)c1cnc(-c2ccccc2)nc1-c1ccccc1Cl. RXN SMILES: [CH3:27][CH2:28][OH:29].[Cl:1][c:2]1[c:3](-[c:8]2[n:9][c:10](-[c:19]3[cH:20][cH:21][cH:22][cH:23][cH:24]3)[n:11][cH:12][c:13]2[C:14](=[O:15])[O:16][CH2:17][CH3:18])[cH:4][cH:5][cH:6][cH:7]1.[ClH:30].[K+:26].[OH-:25].[OH2:31]>>[Cl:1][c:2]1[c:3](-[c:8]2[n:9][c:10](-[c:19]3[cH:20][cH:21][cH:22][cH:23][cH:24]3)[n:11][cH:12][c:13]2[C:14](=[O:15])[OH:16])[cH:4][cH:5][cH:6][cH:7]1.